From a dataset of the Open Reaction Database (ORD), a public repository of structured organic reaction records. describe an organic reaction: reactants, conditions, products, and yield Starting materials: O=C(O)c1ccc(Br)cc1[N+](=O)[O-], CI, C1CCCCCC(N2CCCCCCNCCC2)CCCC1, CN(C)C=O, O. Product: COC(=O)c1ccc(Br)cc1[N+](=O)[O-]. RXN SMILES: [Br:1][c:2]1[cH:3][c:4]([N+:11](=[O:12])[O-:13])[c:5]([C:6](=[O:7])[OH:8])[cH:9][cH:10]1.[CH3:36][I:37].[N:14]1([CH:16]2[CH2:17][CH2:18][CH2:19][CH2:20][CH2:21][CH2:22][CH2:23][CH2:24][CH2:25][CH2:26]2)[CH2:15][CH2:35][CH2:34][CH2:33][CH2:32][CH2:31][NH:30][CH2:29][CH2:28][CH2:27]1.[O:39]=[CH:40][N:41]([CH3:42])[CH3:43].[OH2:38]>>[Br:1][c:2]1[cH:3][c:4]([N+:11](=[O:12])[O-:13])[c:5]([C:6](=[O:7])[O:8][CH3:15])[cH:9][cH:10]1. Starting materials: FC=1C=C2C=3C[C@@H](CCC3NC2=CC1)NC(OCC1=CC=CC=C1)=O (benzyl [(3R)-6-fluoro-2,3,4,9-tetrahydro-1H-carbazol-3-yl]carbamate). Reagents/catalysts: [Pd] (palladium on carbon). The solvent is C(C)O (ethanol). Yields the product FC=1C=C2C=3C[C@@H](CCC3NC2=CC1)N ((3R)-6-fluoro-2,3,4,9-tetrahydro-1H-carbazol-3-amine). The yield is 110.3%. Reaction SMILES: [F:1][C:2]1[CH:3]=[C:4]2[C:12](=[CH:13][CH:14]=1)[NH:11][C:10]1[CH2:9][CH2:8][C@@H:7]([NH:15]C(=O)OCC3C=CC=CC=3)[CH2:6][C:5]2=1>C(O)C.[Pd]>[F:1][C:2]1[CH:3]=[C:4]2[C:12](=[CH:13][CH:14]=1)[NH:11][C:10]1[CH2:9][CH2:8][C@@H:7]([NH2:15])[CH2:6][C:5]2=1. Reported procedure: To a solution of benzyl [(3R)-6-fluoro-2,3,4,9-tetrahydro-1H-carbazol-3-yl]carbamate (240 mg, 0.71 mmol) in ethanol was added 20 mg of 10% palladium on carbon. Hydrogenation at 50 psi overnight, followed by filtration and concentration of the filtrate, afforded 160 mg of the title compound as an off-white solid. The reactants are C([O-])([O-])=O.[K+].[K+] (potassium carbonate), SC=1NC2=C(N1)C=CC=C2 (2-mercaptobenzimidazole), OCC=1C=2N(C=CC1)C=C(N2)C2=CC=CC=C2 (8-hydroxymethyl-2-phenylimidazo[1,2-a]pyridine), C(C)(=O)O (acetic acid). Run in Br (hydrobromic acid), O (water). The product is C1(=CC=CC=C1)C=1N=C2N(C=CC=C2CSC2=NC3=C(N2)C=CC=C3)C1 (2-[[(2-phenylimidazo[1,2-a]pyridin-8-yl)methyl]thio]-1H-benzimidazole). Reaction SMILES: [SH:1][C:2]1[NH:3][C:4]2[CH:10]=[CH:9][CH:8]=[CH:7][C:5]=2[N:6]=1.O[CH2:12][C:13]1[C:14]2[N:15]([CH:19]=[C:20]([C:22]3[CH:27]=[CH:26][CH:25]=[CH:24][CH:23]=3)[N:21]=2)[CH:16]=[CH:17][CH:18]=1.C(O)(=O)C.C(=O)([O-])[O-].[K+].[K+]>Br.O>[C:22]1([C:20]2[N:21]=[C:14]3[C:13]([CH2:12][S:1][C:2]4[NH:6][C:5]5[CH:7]=[CH:8][CH:9]=[CH:10][C:4]=5[N:3]=4)=[CH:18][CH:17]=[CH:16][N:15]3[CH:19]=2)[CH:23]=[CH:24][CH:25]=[CH:26][CH:27]=1 |f:3.4.5|. Reported procedure: A mixture of 1.24 g (10 mmole) of 3-hydroxymethyl-2-pyridinamine and 2.0 g (10 mmole) of α-bromoacetophenone in 25 ml of ethanol was stirred at room temperature. After 18 hours the resultant solid was collected, washed with ethano, and dissolved in water. The solution was made basic with aqueous potassium carbonate and extracted with dichloromethane. The organic layer was dried over magnesium sulfate, filtered, and concentrated in vacuo. The residue was triturated with diethyl ether, collected b... The reactants are OC1=C(C=NC2=CC=CC(=C12)O)C(=O)OCC (ethyl 4,5-dihydroxyquinoline-3-carboxylate), ClC1=CC=C(CN)C=C1 (4-chlorobenzylamine). Run at temperature 180 celsius. Product: ClC1=CC=C(C=C1)CNC(=O)C=1C=NC2=CC=CC(=C2C1O)O (N-[(4-Chlorophenyl)methyl]-4,5-dihydroxy-3-quinolinecarboxamide). The yield is 28.4%. Reaction SMILES: [OH:1][C:2]1[C:11]2[C:6](=[CH:7][CH:8]=[CH:9][C:10]=2[OH:12])[N:5]=[CH:4][C:3]=1[C:13]([O:15]CC)=O.[Cl:18][C:19]1[CH:26]=[CH:25][C:22]([CH2:23][NH2:24])=[CH:21][CH:20]=1>>[Cl:18][C:19]1[CH:26]=[CH:25][C:22]([CH2:23][NH:24][C:13]([C:3]2[CH:4]=[N:5][C:6]3[C:11]([C:2]=2[OH:1])=[C:10]([OH:12])[CH:9]=[CH:8][CH:7]=3)=[O:15])=[CH:21][CH:20]=1. Reported procedure: A mixture of 3-aminophenol (5.457 g) and diethyl ethoxymethylenemalonate (10.81 g) is heated to 130° C. for 2 h with removal of ethanol by a Dean-Stark trap. The reaction is cooled to 80° C. and 50 ml of diphenyl ether is added. The mixture is heated to 250° C. for 30 min with removal of ethanol by a Dean-Stark trap. The solution is cooled to 80° C. and the resulting solid is collected and washed with hexanes. A portion of this solid is adsorbed onto silica and chromatographed, eluting with 5% M... Reactants: O=C([O-])[O-], CCOC(C)=O, CN(C)C=O, Cc1nc(CCc2ccc(C(F)(F)F)cc2)oc1CCl, N#Cc1ccc(O)cc1Cl, [Cs+], [Cs+]. Yields the product Cc1nc(CCc2ccc(C(F)(F)F)cc2)oc1COc1ccc(C#N)c(Cl)c1. Reaction SMILES: [C:31](=[O:32])([O-:33])[O-:34].[CH3:37][CH2:38][O:39][C:40](=[O:41])[CH3:42].[CH3:43][N:44]([CH3:45])[CH:46]=[O:47].[Cl:11][CH2:12][c:13]1[c:14]([CH3:30])[n:15][c:16]([CH2:18][CH2:19][c:20]2[cH:21][cH:22][c:23]([C:26]([F:27])([F:28])[F:29])[cH:24][cH:25]2)[o:17]1.[Cl:1][c:2]1[c:3]([C:4]#[N:5])[cH:6][cH:7][c:8]([OH:10])[cH:9]1.[Cs+:35].[Cs+:36]>>[Cl:1][c:2]1[c:3]([C:4]#[N:5])[cH:6][cH:7][c:8]([O:10][CH2:12][c:13]2[c:14]([CH3:30])[n:15][c:16]([CH2:18][CH2:19][c:20]3[cH:21][cH:22][c:23]([C:26]([F:27])([F:28])[F:29])[cH:24][cH:25]3)[o:17]2)[cH:9]1. The reactants are FC(C(=O)O)(F)F.CSC1=C(C=C(S1)C(=N)N)S(=O)(=O)C1=CC=CC=C1 (5-Methylthio-4-(phenylsulfonyl)thiophene-2-carboxamidine trifluoroacetate), CSC1=C(C=C(S1)C(=O)OC)S(=O)(=O)C1=CC=CC=C1 (methyl 5-methylthio-4-(phenylsulfonyl)thiophene-2-carboxylate), [Cl-].[NH4+] (ammonium chloride), C[Al](C)C (trimethylaluminum). Solvent: C1(=CC=CC=C1)C (toluene). Yields the product CSC1=C(C=C(S1)C(=N)N)S(=O)(=O)C1=CC=CC=C1 (5-methylthio-4-(phenylsulfonyl)thiophene-2-carboxamidine). As a reaction SMILES: FC(F)(F)C(O)=O.[CH3:8][S:9][C:10]1[S:14][C:13]([C:15]([NH2:17])=[NH:16])=[CH:12][C:11]=1[S:18]([C:21]1[CH:26]=[CH:25][CH:24]=[CH:23][CH:22]=1)(=[O:20])=[O:19].CSC1SC(C(OC)=O)=CC=1S(C1C=CC=CC=1)(=O)=O.[Cl-].[NH4+].C[Al](C)C>C1(C)C=CC=CC=1>[CH3:8][S:9][C:10]1[S:14][C:13]([C:15]([NH2:17])=[NH:16])=[CH:12][C:11]=1[S:18]([C:21]1[CH:26]=[CH:25][CH:24]=[CH:23][CH:22]=1)(=[O:19])=[O:20] |f:0.1,3.4|. Procedure details: 5-Methylthio-4-(phenylsulfonyl)thiophene-2-carboxamidine trifluoroacetate: The same procedure as in Example 257, step (b) was followed using 13.8 mg (0.044 mmol) of methyl 5-methylthio-4-(phenylsulfonyl)thiophene-2-carboxylate (as prepared in the step before), 20 mg of ammonium chloride (0.376 mmol), 0.176 ml of trimethylaluminum (2.0 M in toluene, 0.353 mmol) and 3 ml of anhydrous toluene and chromatographed as before by preparative reverse phase HPLC performed with a Rainin SD-1 Dynamax system... Starting materials: CNC=O, CCCCCCCCCCCC, CCOC(C)=O, Cc1ccccc1, CN(C)P(N(C)C)N(C)C, [Cu]I, Cc1cc(C)cc(I)c1, [K+], [K+], [K+], O=P([O-])([O-])[O-]. Yields the product Cc1cc(C)cc(N(C)C=O)c1. Reaction SMILES: [CH3:18][NH:19][CH:20]=[O:21].[CH3:22][CH2:23][CH2:24][CH2:25][CH2:26][CH2:27][CH2:28][CH2:29][CH2:30][CH2:31][CH2:32][CH3:33].[CH3:34][CH2:35][O:36][C:37](=[O:38])[CH3:39].[CH3:42][c:43]1[cH:44][cH:45][cH:46][cH:47][cH:48]1.[CH3:49][N:50]([CH3:51])[P:52]([N:53]([CH3:54])[CH3:55])[N:56]([CH3:57])[CH3:58].[Cu:40][I:41].[I:9][c:10]1[cH:11][c:12]([CH3:17])[cH:13][c:14]([CH3:16])[cH:15]1.[K+:6].[K+:7].[K+:8].[P:1]([O-:2])([O-:3])([O-:4])=[O:5]>>[c:10]1([N:19]([CH3:18])[CH:20]=[O:21])[cH:11][c:12]([CH3:17])[cH:13][c:14]([CH3:16])[cH:15]1.